Dataset: the Open Reaction Database (ORD), a public repository of structured organic reaction records. Task: describe an organic reaction: reactants, conditions, products, and yield The reactants are FC(OC=1C=C2C(=NN(C2=CC1)CCCN(C)C)I)F (3-(5-(difluoromethoxy)-3-iodo-1H-indazol-1-yl)-N,N-dimethylpropan-1-amine), C(C)(C)[Mg]Cl (isopropylmagnesium chloride), C(CCC)[Sn](Cl)(CCCC)CCCC (tributylchlorostannane). The solvent is C1CCOC1 (THF). Run at time 30 minute. Product: FC(OC=1C=C2C(=NN(C2=CC1)CCCN(C)C)[Sn](CCCC)(CCCC)CCCC)F (3-(5-(difluoromethoxy)-3-(tributylstannyl)-1H-indazol-1-yl)-N,N-dimethylpropan-1-amine). Yield: 70.9%. RXN SMILES: [F:1][CH:2]([F:20])[O:3][C:4]1[CH:5]=[C:6]2[C:10](=[CH:11][CH:12]=1)[N:9]([CH2:13][CH2:14][CH2:15][N:16]([CH3:18])[CH3:17])[N:8]=[C:7]2I.C([Mg]Cl)(C)C.[CH2:26]([Sn:30]([CH2:36][CH2:37][CH2:38][CH3:39])([CH2:32][CH2:33][CH2:34][CH3:35])Cl)[CH2:27][CH2:28][CH3:29]>C1COCC1>[F:1][CH:2]([F:20])[O:3][C:4]1[CH:5]=[C:6]2[C:10](=[CH:11][CH:12]=1)[N:9]([CH2:13][CH2:14][CH2:15][N:16]([CH3:18])[CH3:17])[N:8]=[C:7]2[Sn:30]([CH2:32][CH2:33][CH2:34][CH3:35])([CH2:36][CH2:37][CH2:38][CH3:39])[CH2:26][CH2:27][CH2:28][CH3:29]. Procedure details: To a solution of 3-(5-(difluoromethoxy)-3-iodo-1H-indazol-1-yl)-N,N-dimethylpropan-1-amine (1.2 g, 2.78 mmol) in dry THF (25 mL) was added isopropylmagnesium chloride (1.5 mL, 2M in THF, 3 mmol) drop-wise at −16° C. under nitrogen atmosphere, stirred for 30 minutes, tributylchlorostannane (3.3 mL, 3.6 mmol) was added drop-wise at −16° C. under nitrogen, then the reaction mixture was warmed to room temperature slowly and stirred for 2 hours. Then the reaction mixture was quenched with a saturated... Reactants: Cc1ccc(CN)cc1C, COCCOC, N#Cc1c(OS(=O)(=O)C(F)(F)F)nc(N)nc1C1=CCCO1. The product is Cc1ccc(CNc2nc(N)nc(C3=CCCO3)c2C#N)cc1C. Reaction SMILES: [CH3:23][c:24]1[cH:25][c:26]([CH2:27][NH2:28])[cH:29][cH:30][c:31]1[CH3:32].[CH3:33][O:34][CH2:35][CH2:36][O:37][CH3:38].[NH2:1][c:2]1[n:3][c:4]([C:18]2=[CH:22][CH2:21][CH2:20][O:19]2)[c:5]([C:16]#[N:17])[c:6]([O:8][S:9]([C:10]([F:11])([F:12])[F:13])(=[O:14])=[O:15])[n:7]1>>[NH2:1][c:2]1[n:3][c:4]([C:18]2=[CH:22][CH2:21][CH2:20][O:19]2)[c:5]([C:16]#[N:17])[c:6]([NH:28][CH2:27][c:26]2[cH:25][c:24]([CH3:23])[c:31]([CH3:32])[cH:30][cH:29]2)[n:7]1. Starting materials: ClC1=C(C(=CC(=C1)[N+](=O)[O-])Cl)NC(C1=CC(=C(C=C1)OC)OC1CCCC1)=O (N-(2,6-dichloro-4-nitrophenyl)-3-cyclopentyloxy-4-methoxybenzamide), C([O-])([O-])=O.[Na+].[Na+] (sodium carbonate), dust. The reagents and catalysts are [Fe] (iron). Run in C(C)(=O)O (acetic acid). Reaction conditions: temperature 90 celsius, time 1 hour. Product: ClC1=C(C(=CC(=C1)N)Cl)NC(C1=CC(=C(C=C1)OC)OC1CCCC1)=O (N-(2,6-dichloro-4-aminophenyl)-3-cyclopentyloxy-4-methoxybenzamide). As a reaction SMILES: [Cl:1][C:2]1[CH:7]=[C:6]([N+:8]([O-])=O)[CH:5]=[C:4]([Cl:11])[C:3]=1[NH:12][C:13](=[O:28])[C:14]1[CH:19]=[CH:18][C:17]([O:20][CH3:21])=[C:16]([O:22][CH:23]2[CH2:27][CH2:26][CH2:25][CH2:24]2)[CH:15]=1.C(=O)([O-])[O-].[Na+].[Na+]>C(O)(=O)C.[Fe]>[Cl:1][C:2]1[CH:7]=[C:6]([NH2:8])[CH:5]=[C:4]([Cl:11])[C:3]=1[NH:12][C:13](=[O:28])[C:14]1[CH:19]=[CH:18][C:17]([O:20][CH3:21])=[C:16]([O:22][CH:23]2[CH2:24][CH2:25][CH2:26][CH2:27]2)[CH:15]=1 |f:1.2.3|. Reported procedure: A solution of N-(2,6-dichloro-4-nitrophenyl)-3-cyclopentyloxy-4-methoxybenzamide (1.5 g; that is prepared as described in Example 8) in glacial acetic acid (22 mL) is treated with iron pin dust (1.3 g) and the mixture is heated with stirring at 90° C. for 1 hour. The reaction mixture is cooled, basified to pH 8 by treatment with saturated aqueous sodium carbonate solution, and extracted with ethyl acetate (2×150 mL). The combined organic extract is dried over magnesium sulfate and concentrated i... Reactants: C(C)(C)(C)C1=CC=C(N)C=C1 (4-tert-butyl aniline), C(C)(C)(C)C1=C(OC2=NC=CC=C2N=C=S)C=CC=C1 (2-(2-tert-Butyl-phenoxy)-3-isothiocyanato-pyridine). Run in ClCCCl (DCE). Conditions: time 48 hour. The product is C(C)(C)(C)C1=C(OC2=NC=CC=C2NC(=S)NC2=CC=C(C=C2)C(C)(C)C)C=CC=C1 (1-(2-(2-tert-Butylphenoxy)pyridin-3-yl)-3-(4-tert-butylphenyl)thiourea). The yield is 54.3%. Reaction SMILES: [C:1]([C:5]1[CH:11]=[CH:10][C:8]([NH2:9])=[CH:7][CH:6]=1)([CH3:4])([CH3:3])[CH3:2].[C:12]([C:16]1[CH:31]=[CH:30][CH:29]=[CH:28][C:17]=1[O:18][C:19]1[C:24]([N:25]=[C:26]=[S:27])=[CH:23][CH:22]=[CH:21][N:20]=1)([CH3:15])([CH3:14])[CH3:13]>ClCCCl>[C:12]([C:16]1[CH:31]=[CH:30][CH:29]=[CH:28][C:17]=1[O:18][C:19]1[C:24]([NH:25][C:26]([NH:9][C:8]2[CH:7]=[CH:6][C:5]([C:1]([CH3:4])([CH3:2])[CH3:3])=[CH:11][CH:10]=2)=[S:27])=[CH:23][CH:22]=[CH:21][N:20]=1)([CH3:15])([CH3:13])[CH3:14]. Procedure details: To a solution of 4-tert-butyl aniline (30 mg, 0.20 mmol) in DCE (2 mL) was slowly added 1c (50 mg, 0.17 mmol). The reaction was stirred 48 h at rt and concentrated. 96a was crystallized from methanol to afford 40 mg (52% yield) of white crystals. [M+H]+=434.04.